Dataset: the Open Reaction Database (ORD), a public repository of structured organic reaction records. Task: describe an organic reaction: reactants, conditions, products, and yield RXN SMILES: O[C:2]1[C:7]([C:8]([O:10][CH2:11][CH3:12])=[O:9])=[CH:6][N:5]=[C:4]([N:13]2[C:21]3[C:16](=[CH:17][CH:18]=[CH:19][CH:20]=3)[CH2:15][CH2:14]2)[N:3]=1.P(Cl)(Cl)([Cl:24])=O>>[Cl:24][C:2]1[C:7]([C:8]([O:10][CH2:11][CH3:12])=[O:9])=[CH:6][N:5]=[C:4]([N:13]2[C:21]3[C:16](=[CH:17][CH:18]=[CH:19][CH:20]=3)[CH2:15][CH2:14]2)[N:3]=1. The product is ClC1=NC(=NC=C1C(=O)OCC)N1CCC2=CC=CC=C12 (ethyl 4-chloro-2-(2,3-dihydro-1H-indol-1-yl)-5-pyrimidinecarboxylate). The yield is 477.4%. Starting materials: OC1=NC(=NC=C1C(=O)OCC)N1CCC2=CC=CC=C12 (ethyl 4-hydroxy-2-(2,3-dihydro-1H-indol-1-yl)-5-pyrimidinecarboxylate), P(=O)(Cl)(Cl)Cl (phosphorus oxychloride). Reaction conditions: temperature 120 celsius, time 15 hour. Reported procedure: To ethyl 4-hydroxy-2-(2,3-dihydro-1H-indol-1-yl)-5-pyrimidinecarboxylate (2.85 g, 10 mmol) was added phosphorus oxychloride (10 mL, 2 mmol) and the mixture was stirred at 120° C. for 15 h. The reaction mixture was concentrated under reduced pressure. The obtained residue was dissolved in ethyl acetate, washed with saturated aqueous sodium hydrogencarbonate solution (×3) and saturated brine (×1) and dried over anhydrous sodium sulfate. The solvent was concentrated under reduced pressure to give t... Starting materials: BrCC1OCCO1 (2-bromomethyl-1,3-dioxolane), C1(CCC2=CC=CC=C12)C#N (1-indanecarbonitrile), [Li+].C[Si](C)(C)[N-][Si](C)(C)C (LHMDS). Run in C1CCOC1 (THF). Run at temperature 0 celsius, time 20 minute. The product is O1C(OCC1)CC1(CCC2=CC=CC=C12)C#N (1-(1,3-dioxolan-2-ylmethyl)-1-indanecarbonitrile). Yield: 73.8%. As a reaction SMILES: Br[CH2:2][CH:3]1[O:7][CH2:6][CH2:5][O:4]1.[CH:8]1([C:17]#[N:18])[C:16]2[C:11](=[CH:12][CH:13]=[CH:14][CH:15]=2)[CH2:10][CH2:9]1.[Li+].C[Si]([N-][Si](C)(C)C)(C)C>C1COCC1>[O:4]1[CH2:5][CH2:6][O:7][CH:3]1[CH2:2][C:8]1([C:17]#[N:18])[C:16]2[C:11](=[CH:12][CH:13]=[CH:14][CH:15]=2)[CH2:10][CH2:9]1 |f:2.3|. Reported procedure: 2-bromomethyl-1,3-dioxolane (12.94 ml, 125.0 mmole) was added to a solution of 1-indanecarbonitrile (16.27 g, 113.6 mmole) in 100 ml of THF and cooled to 0° C. After the dropwise addition of 1M LHMDS (125 ml) the solution was stirred at 0° C. for 20 min then at room temperature for 20 min. After the removal of solvent the residue was flashed of silica using 15% EtOAc and Hexanes to afford 19.23 g of 1-(1,3-dioxolan-2-ylmethyl)-1-indanecarbonitrile (74% yield) as a thick oil.